From a dataset of the Open Reaction Database (ORD), a public repository of structured organic reaction records. describe an organic reaction: reactants, conditions, products, and yield Isolated yield 82.0%. Solvent: CO (methanol). Yields the product Cl.C(=O)(O)C1=CC=C(C=C1)C=1NC2=C(N1)C=C(C(=C2)N)N (2-[p-carboxyphenyl]-5,6-diaminobenzimidazole hydrochloride). Reagents/catalysts: [Pd] (palladium on charcoal). RXN SMILES: [C:1]([C:4]1[CH:9]=[CH:8][C:7]([C:10]2[NH:11][C:12]3[C:18]([N+:19]([O-])=O)=[C:17]([N+:22]([O-])=O)[CH:16]=[CH:15][C:13]=3[N:14]=2)=[CH:6][CH:5]=1)([OH:3])=[O:2].[ClH:25].[H][H]>CO.[Pd]>[ClH:25].[C:1]([C:4]1[CH:9]=[CH:8][C:7]([C:10]2[NH:11][C:15]3[CH:16]=[C:17]([NH2:22])[C:18]([NH2:19])=[CH:12][C:13]=3[N:14]=2)=[CH:6][CH:5]=1)([OH:3])=[O:2] |f:5.6|. The reactants are Cl (HCl), C(=O)(O)C1=CC=C(C=C1)C=1NC2=C(N1)C=CC(=C2[N+](=O)[O-])[N+](=O)[O-] (2-[p-Carboxyphenyl]-4,5-dinitrobenzimidazole), [H][H] (hydrogen). Reported procedure: A solution of 5 g (16.7 mmole) of 2-[p-carboxyphenyl]-5,6-dinitrobenzimidazole (as prepared in Example I) in 200 ml of methanol at 0° C was thoroughly purged with nitrogen. To this was added 500 mg of 10% palladium on charcoal, and 30 ml of concentrated HCl. The hydrogenation flask was then pressurized with 55 lbs/in2 of hydrogen, and the flask was shaken at room temperature for 8 hours. After the reaction period had elapsed, the solution was filtered by suction, and the filtrate evaporated to d... Conditions: time 8 hour. Starting materials: FC=1C=CC2=C(C(=NCC(=N2)NN)C2=C(C=CC=C2)Cl)C1 (7-fluoro-5-(o-chlorophenyl)-3H-1,4-benzodiazepin-2-yl hydrazine), BrC(C(=O)Cl)Br (dibromoacetyl chloride), C(C)(=O)[O-].[Na+] (sodium acetate). Yields the product FC=1C=CC2=C(C(=NCC=3N2C(=NN3)C(Br)Br)C3=C(C=CC=C3)Cl)C1 (8-fluoro-1-(dibromomethyl)-6-(o-chlorophenyl)-4H-s-triazolo-[4,3-a][1,4]benzodiazepine). As a reaction SMILES: [F:1][C:2]1[CH:3]=[CH:4][C:5]2[N:11]=[C:10]([NH:12][NH2:13])[CH2:9][N:8]=[C:7]([C:14]3[CH:19]=[CH:18][CH:17]=[CH:16][C:15]=3[Cl:20])[C:6]=2[CH:21]=1.[Br:22][CH:23]([Br:27])[C:24](Cl)=O.C([O-])(=O)C.[Na+]>>[F:1][C:2]1[CH:3]=[CH:4][C:5]2[N:11]3[C:24]([CH:23]([Br:27])[Br:22])=[N:13][N:12]=[C:10]3[CH2:9][N:8]=[C:7]([C:14]3[CH:19]=[CH:18][CH:17]=[CH:16][C:15]=3[Cl:20])[C:6]=2[CH:21]=1 |f:2.3|. Reported procedure: In the manner given in Example 2, 7-fluoro-5-(o-chlorophenyl)-3H-1,4-benzodiazepin-2-yl hydrazine was reacted with dibromoacetyl chloride and after 1.5 hours with sodium acetate, then the mixture was refluxed to give 8-fluoro-1-(dibromomethyl)-6-(o-chlorophenyl)-4H-s-triazolo-[4,3-a][1,4]benzodiazepine. Starting materials: [Na] (sodium), product, C(CCC)OC1=C(C=CC=C1)O (o-butoxyphenol), Cl.N1(CCCCC1)CCCl (piperidinoethylchloride hydrochloride). The solvent is C(C)O (ethanol). Yields the product C(CCC)OC1=C(C=CC=C1)OCCN1CCCCC1 (1-n-Butoxy-2-(2'-piperidinoethoxy)-benzene). As a reaction SMILES: [Na].[CH2:2]([O:6][C:7]1[CH:12]=[CH:11][CH:10]=[CH:9][C:8]=1[OH:13])[CH2:3][CH2:4][CH3:5].Cl.[N:15]1([CH2:21][CH2:22]Cl)[CH2:20][CH2:19][CH2:18][CH2:17][CH2:16]1>C(O)C>[CH2:2]([O:6][C:7]1[CH:12]=[CH:11][CH:10]=[CH:9][C:8]=1[O:13][CH2:22][CH2:21][N:15]1[CH2:20][CH2:19][CH2:18][CH2:17][CH2:16]1)[CH2:3][CH2:4][CH3:5] |f:2.3,^1:0|. Procedure details: The compound was prepared as described in Example 1, using sodium (2.3 g, 100 mmole), o-butoxyphenol (8.30 g, 50 mmole) and piperidinoethylchloride hydrochloride (9.2 g, 50 mmole) in 150 ml of ethanol. Yield 4.4 g (32%) of product boiling at 121° C under a pressure of 0.02 mm Hg; nD25 1.5135. Reactants: CC1(OCC2=C(O1)C=CC(=C2)[C@H](CNCCCCCCOCCCCC=2C=C(C=CC2)S(=O)(=O)N)O)C.C(C)(=O)O.O[C@@H](CNCCCCCCOCCCCC=2C=C(C=CC2)S(=O)(=O)N)C2=CC(=C(C=C2)O)CO (3-(4-{[6-({(2R)-2-Hydroxy-2-[4-hydroxy-3-(hydroxymethyl)phenyl]ethyl}amino)hexyl]oxy}butyl)benzenesulfonamide acetate 3-{4-[(6-{[(2R)-2-(2,2-dimethyl-4H-1,3-benzodioxin-6-yl)-2-hydroxyethyl]amino}hexyl)oxy]butyl}benzenesulfonamide), C(C)(=O)O (acetic acid). Solvent: O (water). The product is C(C)(=O)O.O[C@@H](CNCCCCCCOCCCCC=1C=C(C=CC1)S(=O)(=O)N)C1=CC(=C(C=C1)O)CO (3-(4-{[6-({(2R)-2-Hydroxy-2-[4-hydroxy-3-(hydroxymethyl)phenyl]ethyl}amino)-hexyl]oxy}butyl)benzenesulfonamide acetate). Yield: 220.7%. Reaction SMILES: [CH3:1][C:2]1(C)[O:7]C2C=CC([C@@H](O)CNCCCCCCOCCCCC3C=C(S(N)(=O)=O)C=CC=3)=CC=2C[O:3]1.C(O)(=O)C.[OH:42][C@H:43]([C:67]1[CH:72]=[CH:71][C:70]([OH:73])=[C:69]([CH2:74][OH:75])[CH:68]=1)[CH2:44][NH:45][CH2:46][CH2:47][CH2:48][CH2:49][CH2:50][CH2:51][O:52][CH2:53][CH2:54][CH2:55][CH2:56][C:57]1[CH:58]=[C:59]([S:63]([NH2:66])(=[O:65])=[O:64])[CH:60]=[CH:61][CH:62]=1.C(O)(=O)C>O>[C:2]([OH:7])(=[O:3])[CH3:1].[OH:42][C@H:43]([C:67]1[CH:72]=[CH:71][C:70]([OH:73])=[C:69]([CH2:74][OH:75])[CH:68]=1)[CH2:44][NH:45][CH2:46][CH2:47][CH2:48][CH2:49][CH2:50][CH2:51][O:52][CH2:53][CH2:54][CH2:55][CH2:56][C:57]1[CH:58]=[C:59]([S:63]([NH2:66])(=[O:65])=[O:64])[CH:60]=[CH:61][CH:62]=1 |f:0.1.2,5.6|. Procedure: 3-(4-{[6-({(2R)-2-Hydroxy-2-[4-hydroxy-3-(hydroxymethyl)phenyl]ethyl}amino)hexyl]oxy}butyl)benzenesulfonamide acetate 3-{4-[(6-{[(2R)-2-(2,2-dimethyl-4H-1,3-benzodioxin-6-yl)-2-hydroxyethyl]amino}hexyl)oxy]butyl}benzenesulfonamide (0.283 g) was stirred with acetic acid (8 ml) and water (4 ml) at 70° for 35 min before evaporating to dryness. The residue was re-evaporated twice with toluene to give the title compound (0.318 g) LCMS RT=2.34 min ES+ve 495 (MH)+. Solvent: C(Cl)Cl (CH2Cl2). Reaction SMILES: [N:1]([C@H:4]1[C@H:16]([O:17][C:18](=[O:20])[CH3:19])[C@H:15]([O:21][C:22](=[O:24])[CH3:23])[C@H:14]([CH3:25])[O:13][CH:5]1[S:6][C:7]1[CH:12]=[CH:11][CH:10]=[CH:9][CH:8]=1)=[N+:2]=[N-:3].C([O-])(O)=[O:27].[Na+].C1C=C(Cl)C=C(C(OO)=O)C=1>C(Cl)Cl>[N:1]([C@H:4]1[C@H:16]([O:17][C:18](=[O:20])[CH3:19])[C@H:15]([O:21][C:22](=[O:24])[CH3:23])[C@H:14]([CH3:25])[O:13][CH:5]1[S:6]([C:7]1[CH:8]=[CH:9][CH:10]=[CH:11][CH:12]=1)=[O:27])=[N+:2]=[N-:3] |f:1.2|. Starting materials: N(=[N+]=[N-])[C@@H]1C(SC2=CC=CC=C2)O[C@H]([C@H]([C@H]1OC(C)=O)OC(C)=O)C (phenyl 2-azido-3,4-di-O-acetyl-2,6-dideoxy-1-thio-L-galactopyranoside), C(=O)(O)[O-].[Na+] (NaHCO3), C1=CC(=CC(=C1)Cl)C(=O)OO (mCPBA). Yields the product N(=[N+]=[N-])[C@@H]1C(O[C@H]([C@H]([C@H]1OC(C)=O)OC(C)=O)C)S(=O)C1=CC=CC=C1 (2-Azido-3,4-di-O-acetyl-1,2,6-trideoxy-1-(phenylsulfinyl)-L-galactopyranose). Reported procedure: To a solution of phenyl 2-azido-3,4-di-O-acetyl-2,6-dideoxy-1-thio-L-galactopyranoside (22) (1.02 g, 2.80 mmol) in 50 mL of CH2Cl2 is added NaHCO3 at room temperature. The reaction mixture is cooled to -78° C., and mCPBA (0.878 g, 2.80 mmol, 50-60%) is added. The reaction mixture is stirred at -78° C. for 30 minutes and then allowed to warm to -40° C. over 1 h. The reaction is quenched with dimethyl sulfide (1 mL) at -40° C. and then poured into a solution of saturated NaHCO3 (50 mL) and extract... Reaction conditions: temperature -78 celsius, time 30 minute. Reactants: C12C3C(NC(C3C(CC1)O2)=O)=O (10-Oxa-4-azatricyclo[5.2.1.02,6] decane-3,5-dione), [H-].[Al+3].[Li+].[H-].[H-].[H-] (lithium aluminum hydride), [Cl-].[Na+] (sodium chloride). Run in C1CCOC1 (THF). Conditions: temperature 0 celsius, time 8 hour. Yields the product C12C3CNCC3C(CC1)O2 (10-Oxa-4-azatricyclo[5.2.1.02,6]decane). As a reaction SMILES: [CH:1]12[O:10][CH:7]([CH2:8][CH2:9]1)[CH:6]1[CH:2]2[C:3](=O)[NH:4][C:5]1=O.[H-].[Al+3].[Li+].[H-].[H-].[H-].[Cl-].[Na+]>C1COCC1>[CH:7]12[O:10][CH:1]([CH2:9][CH2:8]1)[CH:2]1[CH:6]2[CH2:5][NH:4][CH2:3]1 |f:1.2.3.4.5.6,7.8|. Procedure: 5.00 g (29.91 mmol) of 10-oxa-4-azatricyclo[5.2.1.02,6]decane-3,5-dione (example IV, step 1) were suspended in 150 ml of absolute THF under argon and cooled in an ice bath. 2.27 g (59.82 mmol) of lithium aluminum hydride are added in portions, and the mixture is stirred at 0° C. overnight. The reaction solution is hydrolyzed with saturated sodium chloride solution and distilled water, the resulting suspension is filtered, and the solid is washed with ethyl acetate. The organic phase of the filtr... Starting materials: NC=1C(=NC=CC1)NC1=C(C=CC=C1)C(=O)C=1SC=CC1 ([2-[(3-amino-2-pyridinyl)amino]phenyl](2-thienyl)methanone). Reagents/catalysts: C1(=CC=C(C=C1)S(=O)(=O)O)C (para toluene sulfonic acid). Product: S1C(=CC=C1)C1=NC2=C(NC3=C1C=CC=C3)N=CC=C2 (6-(2-Thienyl)-11H-pyrido[2,3-b][1,4]benzodiazepine). RXN SMILES: [NH2:1][C:2]1[C:3]([NH:8][C:9]2[CH:14]=[CH:13][CH:12]=[CH:11][C:10]=2[C:15]([C:17]2[S:18][CH:19]=[CH:20][CH:21]=2)=O)=[N:4][CH:5]=[CH:6][CH:7]=1>C1(C)C=CC(S(O)(=O)=O)=CC=1>[S:18]1[CH:19]=[CH:20][CH:21]=[C:17]1[C:15]1[C:10]2[CH:11]=[CH:12][CH:13]=[CH:14][C:9]=2[NH:8][C:3]2[N:4]=[CH:5][CH:6]=[CH:7][C:2]=2[N:1]=1. Reported procedure: Following the procedure of Example 20, [2-[(3-amino-2-pyridinyl)amino]phenyl](2-thienyl)methanone is heated with para toluene sulfonic acid catalyst in organic solvent while removing water in a Dean-Stark trap to give the title compound. The reactants are O=C(O)CCCC(=O)Cc1ccccc1Cl, O, O=S(=O)(O)O. Product: O=C1CCCC(=O)C1c1ccccc1Cl. As a reaction SMILES: [Cl:1][c:2]1[c:3]([CH2:8][C:9]([CH2:10][CH2:11][CH2:12][C:13](=[O:14])[OH:15])=[O:16])[cH:4][cH:5][cH:6][cH:7]1.[OH2:22].[S:17](=[O:18])(=[O:19])([OH:20])[OH:21]>>[Cl:1][c:2]1[c:3]([CH:8]2[C:9](=[O:16])[CH2:10][CH2:11][CH2:12][C:13]2=[O:14])[cH:4][cH:5][cH:6][cH:7]1.